This data is from the Open Reaction Database (ORD), a public repository of structured organic reaction records. The task is: describe an organic reaction: reactants, conditions, products, and yield Starting materials: C(=O)(O)C=1C=C(C=CC1O)NS(=O)(=O)C1=CC=C2C=CC(=CC2=C1)NCCNC1=CC=C2C=CC(=CC2=C1)S(=O)(=O)NC=1C=CC(=C(C(=O)O)C1)O (5-({[7-({2-[(7-{[(3-carboxy-4-hydroxyphenyl)amino]sulfonyl}(2-naphthyl)) amino]-ethyl}-amino)(2-naphthyl)]sulfonyl}amino)-2-hydroxybenzoic acid), ClC(Cl)(OC(OC(Cl)(Cl)Cl)=O)Cl (triphosgene), ClC(Cl)(OC(OC(Cl)(Cl)Cl)=O)Cl (triphosgene), Cl (HCl). Run in C([O-])([O-])=O.[Na+].[Na+] (sodium carbonate), O (water), C1CCOC1 (THF), C1CCOC1 (THF), CS(=O)C.O.C(C)#N (dimethyl sulfoxide water acetonitrile). Run at time 15 minute. The product is C(=O)(O)C=1C=C(C=CC1O)NS(=O)(=O)C1=CC=C2C=CC(=CC2=C1)N1C(N(CC1)C1=CC=C2C=CC(=CC2=C1)S(=O)(=O)NC=1C=CC(=C(C(=O)O)C1)O)=O (5-[({7-[3-(7-{[(3-carboxy-4-hydroxyphenyl)amino]sulfonyl}(2-naphthyl))-2-oxoimidazolidinyl]-(2-naphthyl)}sulfonyl)amino]-2-hydroxybenzoic acid). As a reaction SMILES: [C:1]([C:4]1[CH:5]=[C:6]([NH:11][S:12]([C:15]2[CH:24]=[C:23]3[C:18]([CH:19]=[CH:20][C:21]([NH:25][CH2:26][CH2:27][NH:28][C:29]4[CH:38]=[C:37]5[C:32]([CH:33]=[CH:34][C:35]([S:39]([NH:42][C:43]6[CH:44]=[CH:45][C:46]([OH:52])=[C:47]([CH:51]=6)[C:48]([OH:50])=[O:49])(=[O:41])=[O:40])=[CH:36]5)=[CH:31][CH:30]=4)=[CH:22]3)=[CH:17][CH:16]=2)(=[O:14])=[O:13])[CH:7]=[CH:8][C:9]=1[OH:10])([OH:3])=[O:2].Cl[C:54](Cl)([O:56]C(=O)OC(Cl)(Cl)Cl)Cl.Cl>C(=O)([O-])[O-].[Na+].[Na+].O.C1COCC1.CS(C)=O.O.C(#N)C>[C:1]([C:4]1[CH:5]=[C:6]([NH:11][S:12]([C:15]2[CH:24]=[C:23]3[C:18]([CH:19]=[CH:20][C:21]([N:25]4[CH2:26][CH2:27][N:28]([C:29]5[CH:38]=[C:37]6[C:32]([CH:33]=[CH:34][C:35]([S:39]([NH:42][C:43]7[CH:44]=[CH:45][C:46]([OH:52])=[C:47]([CH:51]=7)[C:48]([OH:50])=[O:49])(=[O:41])=[O:40])=[CH:36]6)=[CH:31][CH:30]=5)[C:54]4=[O:56])=[CH:22]3)=[CH:17][CH:16]=2)(=[O:13])=[O:14])[CH:7]=[CH:8][C:9]=1[OH:10])([OH:3])=[O:2] |f:3.4.5,8.9.10|. Procedure details: To 8 mg (0.011 mmol) of compound 121 in 2 mL of saturated sodium carbonate and 2 mL of water was added 3 mg (0.010 mmol) of triphosgene dissolved in 0.5 mL of THF, dropwise. The addition was made over a period of 15 min. The reaction was judged incomplete by HPLC, so another 4.5 mg (0.015 mmol) of triphosgene in 0.5 mL of THF was added as before. After 2 hours, the reaction was acidified with 6N HCl and a precipitate formed. The suspension was frozen and lyophilized. The resulting solid was diss... The reactants are CCO, COc1ccccc1O, [Na+], [OH-], OCCCl. Product: COc1ccccc1OCCO. Reaction SMILES: [CH3:16][CH2:17][OH:18].[CH3:1][O:2][c:3]1[cH:4][cH:5][cH:6][cH:7][c:8]1[OH:9].[Na+:11].[OH-:10].[OH:12][CH2:13][CH2:14][Cl:15]>>[CH3:1][O:2][c:3]1[cH:4][cH:5][cH:6][cH:7][c:8]1[O:9][CH2:14][CH2:13][OH:12]. Reactants: ClC1=CC=C(C(=O)C2=CC=C(CN3C(=NC=4N(C(N(C(C34)=O)C)=O)C)OC)C=C2)C=C1 (7-[4-(4-chlorobenzoyl)benzyl]-1,3-dimethyl-8-methoxyxanthine), Cl (hydrochloric acid). Reaction conditions: temperature 130 celsius, time 1 hour. Yields the product ClC1=CC=C(C(=O)C2=CC=C(CN3C(NC=4N(C(N(C(C34)=O)C)=O)C)=O)C=C2)C=C1 (7-[4-(4-Chlorobenzoyl)benzyl]-1,3-dimethyluric acid). Isolated yield 86.0%. Reaction SMILES: [Cl:1][C:2]1[CH:31]=[CH:30][C:5]([C:6]([C:8]2[CH:29]=[CH:28][C:11]([CH2:12][N:13]3[C:21]4[C:20](=[O:22])[N:19]([CH3:23])[C:18](=[O:24])[N:17]([CH3:25])[C:16]=4[N:15]=[C:14]3[O:26]C)=[CH:10][CH:9]=2)=[O:7])=[CH:4][CH:3]=1.Cl>>[Cl:1][C:2]1[CH:31]=[CH:30][C:5]([C:6]([C:8]2[CH:29]=[CH:28][C:11]([CH2:12][N:13]3[C:21]4[C:20](=[O:22])[N:19]([CH3:23])[C:18](=[O:24])[N:17]([CH3:25])[C:16]=4[NH:15][C:14]3=[O:26])=[CH:10][CH:9]=2)=[O:7])=[CH:4][CH:3]=1. Reported procedure: To 7-[4-(4-chlorobenzoyl)benzyl]-1,3-dimethyl-8-methoxyxanthine (400 mg) was added concentrated hydrochloric acid (8 ml) at room temperature and the mixture was stirred at 130° C. for 1 hour. After cooling, the resulting precipitate was collected by filtration and rinsed with water and ether to provide the title compound as colorless powder (333 mg, 86%). 1H-NMR (CDCl3 +5% CD3OD) E: 3.36(3H,s), 3.45(3H,s), 5.23(2H,s), 7.40-7.80(8H,m). Reactants: CC(=O)O, Cc1ccccc1, CC(C)[N-]C(C)C, [Li+], O=C1Nc2ccccc2C1=O, C1CCOC1, O, COC(=O)CCc1ccccc1. Yields the product COC(=O)C(Cc1ccccc1)C1(O)C(=O)Nc2ccccc21. Reaction SMILES: [CH3:32][C:33](=[O:34])[OH:35].[CH3:42][c:43]1[cH:44][cH:45][cH:46][cH:47][cH:48]1.[CH:24]([N-:25][CH:26]([CH3:27])[CH3:28])([CH3:29])[CH3:30].[Li+:31].[O:1]=[C:2]1[NH:3][c:4]2[cH:5][cH:6][cH:7][cH:8][c:9]2[C:10]1=[O:11].[O:36]1[CH2:37][CH2:38][CH2:39][CH2:40]1.[OH2:41].[c:12]1([CH2:18][CH2:19][C:20](=[O:21])[O:22][CH3:23])[cH:13][cH:14][cH:15][cH:16][cH:17]1>>[O:1]=[C:2]1[NH:3][c:4]2[cH:5][cH:6][cH:7][cH:8][c:9]2[C:10]1([OH:11])[CH:19]([CH2:18][c:12]1[cH:13][cH:14][cH:15][cH:16][cH:17]1)[C:20](=[O:21])[O:22][CH3:23]. Reactants: CCOC(=O)C1(S(=O)(=O)c2ccc(OC)cc2)CCN(Cc2ccc(F)cc2)CC1, C1CCOC1, CO, [Na+], [OH-]. Yields the product COc1ccc(S(=O)(=O)C2(C(=O)O)CCN(Cc3ccc(F)cc3)CC2)cc1. RXN SMILES: [CH2:1]([CH3:2])[O:3][C:4](=[O:5])[C:6]1([S:20](=[O:21])(=[O:22])[c:23]2[cH:24][cH:25][c:26]([O:29][CH3:30])[cH:27][cH:28]2)[CH2:7][CH2:8][N:9]([CH2:12][c:13]2[cH:14][cH:15][c:16]([F:19])[cH:17][cH:18]2)[CH2:10][CH2:11]1.[CH2:31]1[O:32][CH2:33][CH2:34][CH2:35]1.[CH3:36][OH:37].[Na+:39].[OH-:38]>>[O:3]=[C:4]([OH:5])[C:6]1([S:20](=[O:21])(=[O:22])[c:23]2[cH:24][cH:25][c:26]([O:29][CH3:30])[cH:27][cH:28]2)[CH2:7][CH2:8][N:9]([CH2:12][c:13]2[cH:14][cH:15][c:16]([F:19])[cH:17][cH:18]2)[CH2:10][CH2:11]1.